This data is from the Open Reaction Database (ORD), a public repository of structured organic reaction records. The task is: describe an organic reaction: reactants, conditions, products, and yield The reactants are C1=CC=C(C=C1)P(C2=CC=CC=C2)C3=CC=CC=C3 (Ph3P), OCC1=C(C#N)C=C(C=C1)OC (2-Hydroxymethyl-5-methoxy-benzonitrile), C(Br)(Br)(Br)Br (CBr4). Run in C1CCOC1 (THF). Run at time 21 hour. Product: BrCC1=C(C#N)C=C(C=C1)OC (2-Bromomethyl-5-methoxy-benzonitrile). Reaction SMILES: O[CH2:2][C:3]1[CH:10]=[CH:9][C:8]([O:11][CH3:12])=[CH:7][C:4]=1[C:5]#[N:6].C1C=CC(P(C2C=CC=CC=2)C2C=CC=CC=2)=CC=1.C(Br)(Br)(Br)[Br:33]>C1COCC1>[Br:33][CH2:2][C:3]1[CH:10]=[CH:9][C:8]([O:11][CH3:12])=[CH:7][C:4]=1[C:5]#[N:6]. Procedure: 2-Hydroxymethyl-5-methoxy-benzonitrile from step 3 (1.12 g, 7.62 mmol) was dissolved in THF (38 ml) and treated with Ph3P (3 g, 11.4 mmol) followed by CBr4 (3.8 g, 11.4 mmol). The reaction mixture was stirred at room temp. for 21 hours. The solvent was removed in vacuo and the residue purified by flash chromatography (15% EtOAc/Hexane) to yield the desired product. Starting materials: ClCCOC=O (chloroethylformate), CN1C(CC(CC1)C(=O)OCC)S (1-methyl-4-ethoxycarbonyl-mercapto-piperidine), ClCCOC=O (chloroethylformate). Solvent: C1(=CC=CC=C1)C (toluene). Run at temperature 90 celsius, time 8 hour. The product is C(C)OC(=O)N1C(CC(CC1)C(=O)OCC)S (1-ethoxycarbonyl-4-ethoxycarbonyl-mercapto-piperidine). As a reaction SMILES: Cl[CH2:2][CH2:3][O:4][CH:5]=[O:6].C[N:8]1[CH2:13][CH2:12][CH:11]([C:14]([O:16][CH2:17][CH3:18])=[O:15])[CH2:10][CH:9]1[SH:19]>C1(C)C=CC=CC=1>[CH2:3]([O:4][C:5]([N:8]1[CH2:13][CH2:12][CH:11]([C:14]([O:16][CH2:17][CH3:18])=[O:15])[CH2:10][CH:9]1[SH:19])=[O:6])[CH3:2]. Procedure: 106.3 g (0.88 mol) of chloroethylformate are added dropwise with stirring over a period of 30 minutes to a solution of 100 g (0.48 mol) of 1-methyl-4-ethoxycarbonyl-mercapto-piperidine in 80 ml of toluene which has been heated to 90° C. The solution is then heated for two hours to from 100° to 110° C. After repeated addition of 40 g of chloroethylformate the solution is heated for a further three hours. After leaving it to stand overnight at room temperature it is drawn off by suction using a gl...